From a dataset of the Open Reaction Database (ORD), a public repository of structured organic reaction records. describe an organic reaction: reactants, conditions, products, and yield Reactants: N1=CNC(C2=C1C1=C(O2)C=CC=C1)=O (benzofuro[3,2-d]pyrimidin-4(3H)-one), CO[C@H]1[C@@H](N(CCC1)C(=O)OC)CC(CBr)=O (methyl trans-3-methoxy-2-(3-bromo-2-oxopropyl)-1-piperidinecarboxylate). Product: O=C1C2=C(N=CN1CC(C[C@@H]1N(CCC[C@H]1OC)C(=O)OC)=O)C1=C(O2)C=CC=C1 (Methyl trans-2-[3-(3,4-dihydro-4-oxobenzofuro[3,2 -d]pyrimidin-3-yl)-2-oxopropyl]3-methoxy-1-piperidinecarboxylate). As a reaction SMILES: [N:1]1[C:6]2[C:7]3[CH:13]=[CH:12][CH:11]=[CH:10][C:8]=3[O:9][C:5]=2[C:4](=[O:14])[NH:3][CH:2]=1.[CH3:15][O:16][C@@H:17]1[CH2:22][CH2:21][CH2:20][N:19]([C:23]([O:25][CH3:26])=[O:24])[C@H:18]1[CH2:27][C:28](=[O:31])[CH2:29]Br>>[O:14]=[C:4]1[N:3]([CH2:29][C:28](=[O:31])[CH2:27][C@H:18]2[C@H:17]([O:16][CH3:15])[CH2:22][CH2:21][CH2:20][N:19]2[C:23]([O:25][CH3:26])=[O:24])[CH:2]=[N:1][C:6]2[C:7]3[CH:13]=[CH:12][CH:11]=[CH:10][C:8]=3[O:9][C:5]1=2. Procedure details: According to the method of Example 1, 1.22 g (0.0066 mole) of benzofuro[3,2-d]pyrimidin-4(3H)-one [S. S. Sangapure and Y. S. Agasimundin, Indian J. Chem., 14B, 688-691 (1976)] and 0.0066 moles of methyl trans-3-methoxy-2-(3-bromo-2-oxopropyl)-1-piperidinecarboxylate were combined to give the title compound: yield 0.627 g (23%); 1H-nmr (CDCl3) delta 1.2-2.1 ppm (multiplet, 4H, CH3OCHCH2CH2CH2N), 2.7-3.2 (multiplet, 2H, NCH2), 2.9 (doublet, 2H, COCH2CH), 3.3 (singlet, 3H, CHOCH3), 3.7 (singlet, 3H... Starting materials: BrCC(C(C)C)=O (1-bromo-3-methyl-butan-2-one), ClC1=CC=C(C=C1)O (4-chlorophenol), C([O-])([O-])=O.[K+].[K+] (potassium carbonate). Solvent: C(C)C(=O)C (methyl ethyl ketone). The product is ClC1=CC=C(OCC(C(C)C)=O)C=C1 (1-(4-chlorophenoxy)-3-methyl-butan-2-one). Yield: 73.8%. As a reaction SMILES: Br[CH2:2][C:3](=[O:7])[CH:4]([CH3:6])[CH3:5].[Cl:8][C:9]1[CH:14]=[CH:13][C:12]([OH:15])=[CH:11][CH:10]=1.C(=O)([O-])[O-].[K+].[K+]>C(C(C)=O)C>[Cl:8][C:9]1[CH:14]=[CH:13][C:12]([O:15][CH2:2][C:3](=[O:7])[CH:4]([CH3:6])[CH3:5])=[CH:11][CH:10]=1 |f:2.3.4|. Procedure details: 338 g (2.77 mols) of 1-bromo-3-methyl-butan-2-one were rapidly added dropwise to a mixture of 357 g (2.78 mols) of 4-chlorophenol and 483 g (3.5 mols) of potassium carbonate in 2.5 liters of methyl ethyl ketone. The mixture was heated under reflux for 16 hours and then filtered. The filtrate was concentrated by stripping off the solvent under reduced pressure, the residue was taken up in methylene chloride and the organic phase was washed twice with 2N aqueous sodium hydroxide solution, once wit... The reactants are ClC=1C=C(C=NC=2C=CC(=NC2)C#N)C=CC1F (5-[(3-chloro-4-fluoro-benzylidene)-amino]-pyridine-2-carbonitrile), C=CC(C)=C (isoprene). Reagents/catalysts: FC(S(=O)(=O)[O-])(F)F.[Sc+3].FC(S(=O)(=O)[O-])(F)F.FC(S(=O)(=O)[O-])(F)F (scandium(III) trifluoromethanesulfonate). The solvent is CC#N (MeCN). Reaction conditions: temperature 80 celsius, time 16 hour. The product is ClC=1C=C(C=CC1F)C1NC=2C=CC(=NC2C(C1)(C=C)C)C#N (6-(3-chloro-4-fluoro-phenyl)-8-methyl-8-vinyl-5,6,7,8-tetrahydro-[1,5]naphthyridine-2-carbonitrile). Yield: 5.3%. Reaction SMILES: [Cl:1][C:2]1[CH:3]=[C:4]([CH:15]=[CH:16][C:17]=1[F:18])[CH:5]=[N:6][C:7]1[CH:8]=[CH:9][C:10]([C:13]#[N:14])=[N:11][CH:12]=1.[CH2:19]=[CH:20][C:21](=[CH2:23])[CH3:22]>CC#N.FC(F)(F)S([O-])(=O)=O.[Sc+3].FC(F)(F)S([O-])(=O)=O.FC(F)(F)S([O-])(=O)=O>[Cl:1][C:2]1[CH:3]=[C:4]([CH:5]2[CH2:22][C:21]([CH3:23])([CH:20]=[CH2:19])[C:12]3[N:11]=[C:10]([C:13]#[N:14])[CH:9]=[CH:8][C:7]=3[NH:6]2)[CH:15]=[CH:16][C:17]=1[F:18] |f:3.4.5.6|. Reported procedure: To a stirred solution 5-[(3-chloro-4-fluoro-benzylidene)-amino]-pyridine-2-carbonitrile (3.7 g, 14.3 mmol) in MeCN (36 mL) were added isoprene (5.8 mL, 57.1 mol) and scandium(III) trifluoromethanesulfonate (Sc(OTf)3) (1.4 g, 2.9 mmol). The resulting mixture was stirred at 80° C. for 16 hours in sealed tube. The mixture was extracted with diethyl ether (80 mL) and washed with water (100 mL) and brine (100 mL) and then dried over anhydrous Na2SO4. The solvent was removed in vacuo and the residue w... The reactants are C1CCOC1, CI, [H-], Nc1c(Cl)ncnc1Cl, [Na+]. Yields the product CNc1c(Cl)ncnc1Cl. As a reaction SMILES: [CH2:14]1[O:15][CH2:16][CH2:17][CH2:18]1.[CH3:12][I:13].[H-:11].[NH2:1][c:2]1[c:3]([Cl:9])[n:4][cH:5][n:6][c:7]1[Cl:8].[Na+:10]>>[NH:1]([c:2]1[c:3]([Cl:9])[n:4][cH:5][n:6][c:7]1[Cl:8])[CH3:12].